Dataset: the Open Reaction Database (ORD), a public repository of structured organic reaction records. Task: describe an organic reaction: reactants, conditions, products, and yield The reactants are COC=1C=C(C=C2C=CC(NC12)=O)C=1C(=NC(=CC1)C)C (8-methoxy-6-[2,6-dimethylpyrid-3-yl]-2-(1H)-quinolone), Br (HBr), [OH-].[Na+] (sodium hydroxide). Run in O (water). Yields the product OC=1C=C(C=C2C=CC(NC12)=O)C=1C(=NC(=CC1)C)C (8-hydroxy-6-[2,6-dimethylpyrid-3-yl]-2-(1H)-quinolone). RXN SMILES: C[O:2][C:3]1[CH:4]=[C:5]([C:14]2[C:15]([CH3:21])=[N:16][C:17]([CH3:20])=[CH:18][CH:19]=2)[CH:6]=[C:7]2[C:12]=1[NH:11][C:10](=[O:13])[CH:9]=[CH:8]2.Br.[OH-].[Na+]>O>[OH:2][C:3]1[CH:4]=[C:5]([C:14]2[C:15]([CH3:21])=[N:16][C:17]([CH3:20])=[CH:18][CH:19]=2)[CH:6]=[C:7]2[C:12]=1[NH:11][C:10](=[O:13])[CH:9]=[CH:8]2 |f:2.3|. Reported procedure: A mixture of 8-methoxy-6-[2,6-dimethylpyrid-3-yl]-2-(1H)-quinolone (0.15 g) and 48% aqueous HBr (5 cm3) was heated under reflux for 19 hours. The mixture was diluted with water (20 cm3), basified to pH7 with 5M sodium hydroxide solution, and extracted with CHCl3 (3×50 cm3). The combined and dried (MgSO4) chloroform extracts were evaporated in vacuo to afford a solid which was recrystallised from ethyl acetate to give 8-hydroxy-6-[2,6-dimethylpyrid-3-yl]-2-(1H)-quinolone, m.p. 276°-277°, (0.132 g... The reactants are C1(CCCC1)OC=1C=C(C=CC1OC)C(CC(=O)O)N1C(C2=CC=CC(=C2C1=O)C)=O (3-(3-cyclopentyloxy-4-methoxyphenyl)-3-(4-methyl-1,3-dioxoisoindolin-2-yl)propanoic acid), C(=O)(N1C=NC=C1)N1C=NC=C1 (carbonyldiimidazole), C(=O)NN (formic hydrazide). The solvent is C(C)(=O)OCC (ethyl acetate). Yields the product C1(CCCC1)OC=1C=C(C=CC1OC)C(CC=1OC=NN1)N1C(C2=CC=CC(=C2C1=O)C)=O (2-[1-(3-Cyclopentyloxy-4-methoxyphenyl)-2-(1,3,4-oxadiazol-2-yl)ethyl]-4-methylisoindoline-1,3-dione), C(=O)=NNC(CC(N1C(C2=CC=CC(=C2C1=O)C)=O)C1=CC(=C(C=C1)OC)OC1CCCC1)=O (N-carbonylamino-3-(3-cyclopentyloxy-4-methoxyphenyl)-3-(4-methyl-1,3-dioxoisoindolin-2-yl)propanamide). Isolated yield 139.3%. Reaction SMILES: [CH:1]1([O:6][C:7]2[CH:8]=[C:9]([CH:15]([N:20]3[C:28](=[O:29])[C:27]4[C:22](=[CH:23][CH:24]=[CH:25][C:26]=4[CH3:30])[C:21]3=[O:31])[CH2:16][C:17](O)=[O:18])[CH:10]=[CH:11][C:12]=2[O:13][CH3:14])[CH2:5][CH2:4][CH2:3][CH2:2]1.C(N1C=CN=C1)(N1C=CN=C1)=O.[CH:44]([NH:46][NH2:47])=[O:45]>C(OCC)(=O)C>[CH:1]1([O:6][C:7]2[CH:8]=[C:9]([CH:15]([N:20]3[C:28](=[O:29])[C:27]4[C:22](=[CH:23][CH:24]=[CH:25][C:26]=4[CH3:30])[C:21]3=[O:31])[CH2:16][C:17]3[O:18][CH:44]=[N:46][N:47]=3)[CH:10]=[CH:11][C:12]=2[O:13][CH3:14])[CH2:2][CH2:3][CH2:4][CH2:5]1.[C:44](=[N:46][NH:47][C:17](=[O:18])[CH2:16][CH:15]([C:9]1[CH:10]=[CH:11][C:12]([O:13][CH3:14])=[C:7]([O:6][CH:1]2[CH2:5][CH2:4][CH2:3][CH2:2]2)[CH:8]=1)[N:20]1[C:28](=[O:29])[C:27]2[C:22](=[CH:23][CH:24]=[CH:25][C:26]=2[CH3:30])[C:21]1=[O:31])=[O:45]. Procedure: 2-[1-(3-Cyclopentyloxy-4-methoxyphenyl)-2-(1,3,4-oxadiazol-2-yl)ethyl]-4-methylisoindoline-1,3-dione was prepared by the procedure of Example 1. Reaction of 3-(3-cyclopentyloxy-4-methoxyphenyl)-3-(4-methyl-1,3-dioxoisoindolin-2-yl)propanoic acid (2.23 g, 5.27 mmol), carbonyldiimidazole (0.94 g, 5.8 mmol) and formic hydrazide (382 mg, 6.36 mmol) in ethyl acetate (20 mL) gave crude N-carbonylamino-3-(3-cyclopentyloxy-4-methoxyphenyl)-3-(4-methyl-1,3-dioxoisoindolin-2-yl)propanamide (1.71 g, 3.67 m...